Task: describe an organic reaction: reactants, conditions, products, and yield. Dataset: the Open Reaction Database (ORD), a public repository of structured organic reaction records Yields the product N(=[N+]=[N-])C(C)C1=CC=C(S1)C(=O)OCC (ethyl 5-(1-azidoethyl)thiophene-2-carboxylate). As a reaction SMILES: O[CH:2]([C:4]1[S:8][C:7]([C:9]([O:11][CH2:12][CH3:13])=[O:10])=[CH:6][CH:5]=1)[CH3:3].C1(P([N:28]=[N+:29]=[N-:30])(C2C=CC=CC=2)=O)C=CC=CC=1.N12CCCN=C1CCCCC2>C1(C)C=CC=CC=1>[N:28]([CH:2]([C:4]1[S:8][C:7]([C:9]([O:11][CH2:12][CH3:13])=[O:10])=[CH:6][CH:5]=1)[CH3:3])=[N+:29]=[N-:30]. Conditions: time 30 minute. The solvent is C1(=CC=CC=C1)C (toluene). Reactants: OC(C)C1=CC=C(S1)C(=O)OCC (ethyl 5-(1-hydroxyethyl)thiophene-2-carboxylate), C1(=CC=CC=C1)P(=O)(C1=CC=CC=C1)N=[N+]=[N-] (diphenylphosphorylazide), N12CCCCCC2=NCCC1 (1,8-diazabicyclo[5.4.0]undec-7-ene). Procedure: To a mixture of ethyl 5-(1-hydroxyethyl)thiophene-2-carboxylate (1.01 g), diphenylphosphorylazide (1.67 g), and toluene (10 mL) was added 1,8-diazabicyclo[5.4.0]undec-7-ene (905 μL) under ice-cooling, followed by stirring for 30 minutes. The reaction mixture was warmed to room temperature, followed by stirring for 15 hours. The reaction liquid was washed with water and 1 M hydrochloric acid in this order, and dried over anhydrous sodium sulfate. Then, after concentration under reduced pressure, ... The yield is 90.7%. Starting materials: C(C)(C)(C)OC(=O)N1CCC(CC1)N1N=CC=2C1=NC(=NC2OC2=CC=C(C=C2)S(=O)(=O)C)Cl (4-[6-chloro-4-(4-methanesulfonyl-phenoxy)-pyrazolo[3,4-d]pyrimidin-1-yl]-piperidine-1-carboxylic acid tert-butyl ester), C[Al](C)C (trimethylaluminum), tetrakis(triphenyl-phosphine)palladium(0). The solvent is O1CCCC1 (tetrahydrofuran). Product: C(C)(C)(C)OC(=O)N1CCC(CC1)N1N=CC=2C1=NC(=NC2OC2=CC=C(C=C2)S(=O)(=O)C)C (4-[4-(4-methanesulfonyl-phenoxy)-6-methyl-pyrazolo[3,4-d]pyrimidin-1-yl]-piperidine-1-carboxylic acid tert-butyl ester). The yield is 42.4%. RXN SMILES: [C:1]([O:5][C:6]([N:8]1[CH2:13][CH2:12][CH:11]([N:14]2[C:18]3=[N:19][C:20](Cl)=[N:21][C:22]([O:23][C:24]4[CH:29]=[CH:28][C:27]([S:30]([CH3:33])(=[O:32])=[O:31])=[CH:26][CH:25]=4)=[C:17]3[CH:16]=[N:15]2)[CH2:10][CH2:9]1)=[O:7])([CH3:4])([CH3:3])[CH3:2].[CH3:35][Al](C)C>O1CCCC1>[C:1]([O:5][C:6]([N:8]1[CH2:13][CH2:12][CH:11]([N:14]2[C:18]3=[N:19][C:20]([CH3:35])=[N:21][C:22]([O:23][C:24]4[CH:29]=[CH:28][C:27]([S:30]([CH3:33])(=[O:32])=[O:31])=[CH:26][CH:25]=4)=[C:17]3[CH:16]=[N:15]2)[CH2:10][CH2:9]1)=[O:7])([CH3:4])([CH3:3])[CH3:2]. Procedure details: A mixture of 4-[6-chloro-4-(4-methanesulfonyl-phenoxy)-pyrazolo[3,4-d]pyrimidin-1-yl]-piperidine-1-carboxylic acid tert-butyl ester (Example 172; 230 mg, 0.45 mmol), trimethylaluminum (2 M in toluene; 0.5 mL, 1 mmol), and tetrakis(triphenyl-phosphine)palladium(0) (58 mg, 0.05 mmol) in tetrahydrofuran (5 mL) was heated at reflux for 2 h. The solvent was evaporated and the residue was purified by column chromatography to give 4-[4-(4-methanesulfonyl-phenoxy)-6-methyl-pyrazolo[3,4-d]pyrimidin-1-yl]... Starting materials: CO, CCC(O)C1(CC)COC(C)(C)OC1, O. RXN SMILES: [CH3:16][OH:17].[CH3:1][C:2]1([CH3:14])[O:3][CH2:4][C:5]([CH:8]([CH2:9][CH3:10])[OH:11])([CH2:12][CH3:13])[CH2:6][O:7]1.[OH2:15]>>[OH:3][CH2:4][C:5]([CH2:6][OH:7])([CH:8]([CH2:9][CH3:10])[OH:11])[CH2:12][CH3:13]. The product is CCC(O)C(CC)(CO)CO. The reactants are [OH-].[Na+] (sodium hydroxide), C(C)OC(COC1=C(C=C(C=C1)SC1=CC(=CC(=C1)C#CC1=CC=C(C=C1)S(=O)(=O)C)OCC1CCCC1)C)=O ({4-[3-Cyclopentylmethoxy-5-(4-methanesulfonyl-phenylethynyl)-phenylsulfanyl]-2-methyl-phenoxy}-acetic acid ethyl ester), Cl (hydrochloric acid). Solvent: C(C)O (ethanol). Conditions: time 30 minute. Yields the product C1(CCCC1)COC=1C=C(C=C(C1)C#CC1=CC=C(C=C1)S(=O)(=O)C)SC1=CC(=C(OCC(=O)O)C=C1)C ({4-[3-Cyclopentylmethoxy-5-(4-methanesulfonyl-phenylethynyl)-phenylsulfanyl]-2-methyl-phenoxy}-acetic Acid). Reaction SMILES: C([O:3][C:4](=[O:40])[CH2:5][O:6][C:7]1[CH:12]=[CH:11][C:10]([S:13][C:14]2[CH:19]=[C:18]([C:20]#[C:21][C:22]3[CH:27]=[CH:26][C:25]([S:28]([CH3:31])(=[O:30])=[O:29])=[CH:24][CH:23]=3)[CH:17]=[C:16]([O:32][CH2:33][CH:34]3[CH2:38][CH2:37][CH2:36][CH2:35]3)[CH:15]=2)=[CH:9][C:8]=1[CH3:39])C.[OH-].[Na+].Cl>C(O)C>[CH:34]1([CH2:33][O:32][C:16]2[CH:15]=[C:14]([S:13][C:10]3[CH:11]=[CH:12][C:7]([O:6][CH2:5][C:4]([OH:40])=[O:3])=[C:8]([CH3:39])[CH:9]=3)[CH:19]=[C:18]([C:20]#[C:21][C:22]3[CH:23]=[CH:24][C:25]([S:28]([CH3:31])(=[O:29])=[O:30])=[CH:26][CH:27]=3)[CH:17]=2)[CH2:38][CH2:37][CH2:36][CH2:35]1 |f:1.2|. Reported procedure: {4-[3-Cyclopentylmethoxy-5-(4-methanesulfonyl-phenylethynyl)-phenylsulfanyl]-2-methyl-phenoxy}-acetic acid ethyl ester (120 mg; 0.202 mmol) was dissolved in ethanol (50 mL), and aqueous 1 N sodium hydroxide (2 mL) was added. The reaction mixture was stirred for 30 min, acidified with 1 N aqueous hydrochloric acid and extracted with dichloromethane. The organic phase was dried and evaporated to dryness. Yield: 100 mg. HPLC-MS: m/z: 551.5 (M+H)+; Rt: 2.69 min. Reactants: CC1=CC=2NC=NS(C2N=C1)(=O)=O (6-METHYL-4H-PYRIDO[3,2-e][1,2,4]THIADIAZINE 1,1-DIOXIDE), C([O-])([O-])=O.[K+].[K+] (potassium carbonate), C(C)Br (ethyl bromide). Solvent: C(C)#N (acetonitrile), O (water). Yields the product C(C)N1C=NS(C2=C1C=C(C=N2)C)(=O)=O (4-ETHYL-6-METHYL-4H-PYRIDO[3,2-e][1,2,4]THIADIAZINE 1,1-DIOXIDE). Reaction SMILES: [CH3:1][C:2]1[CH:11]=[N:10][C:9]2[S:8](=[O:13])(=[O:12])[N:7]=[CH:6][NH:5][C:4]=2[CH:3]=1.C(=O)([O-])[O-].[K+].[K+].[CH2:20](Br)[CH3:21]>C(#N)C.O>[CH2:20]([N:5]1[C:4]2[CH:3]=[C:2]([CH3:1])[CH:11]=[N:10][C:9]=2[S:8](=[O:13])(=[O:12])[N:7]=[CH:6]1)[CH3:21] |f:1.2.3|. Procedure: A solution of 1.2 g of 6-methyl-4H-pyrido[3,2-e][1,2,4]thiadiazine 1,1-dioxide (Example 75) in 15 cm3 of acetonitrile is treated with 2.5 g of potassium carbonate and 2 g of ethyl bromide. After refluxing for 16 hours, the solvent is removed under partial vacuum and the solid obtained is taken up in 15 cm3 of water. The precipitate is collected on a filter, washed with water and dried. The reactants are CCOC(=O)CC(=O)c1ccc(Br)cc1, CCOC(=O)C(Br)C(=O)c1ccc(Br)cc1, CC(C)(C)OC(=O)N1CCCC1C(=O)O, CC#N, CCN(C(C)C)C(C)C, ClCCl, O=C1CCC(=O)N1Br. Yields the product CCOC(=O)C(OC(=O)C1CCCN1C(=O)OC(C)(C)C)C(=O)c1ccc(Br)cc1. RXN SMILES: [Br:1][c:2]1[cH:3][cH:4][c:5]([C:8]([CH2:9][C:10](=[O:11])[O:12][CH2:13][CH3:14])=[O:15])[cH:6][cH:7]1.[Br:24][CH:25]([C:26]([c:27]1[cH:28][cH:29][c:30]([Br:31])[cH:32][cH:33]1)=[O:34])[C:35]([O:36][CH2:37][CH3:38])=[O:39].[C:40](=[O:41])([O:42][C:43]([CH3:44])([CH3:45])[CH3:46])[N:47]1[CH:48]([C:49](=[O:50])[OH:51])[CH2:52][CH2:53][CH2:54]1.[CH3:67][C:68]#[N:69].[CH:55]([N:56]([CH2:57][CH3:58])[CH:59]([CH3:60])[CH3:61])([CH3:62])[CH3:63].[Cl:64][CH2:65][Cl:66].[O:16]=[C:17]1[N:18]([Br:19])[C:20](=[O:21])[CH2:22][CH2:23]1>>[Br:1][c:2]1[cH:3][cH:4][c:5]([C:8]([CH:9]([C:10](=[O:11])[O:12][CH2:13][CH3:14])[O:51][C:49]([CH:48]2[N:47]([C:40](=[O:41])[O:42][C:43]([CH3:44])([CH3:45])[CH3:46])[CH2:54][CH2:53][CH2:52]2)=[O:50])=[O:15])[cH:6][cH:7]1. Procedure details: According to the process of H. Watanabe et al, Chemical Pharmaceutical Bulletin, vol. 22, p. 1889 (1974), 4 g of Gln(OMe) is reacted with 4 g of β,β,β-trichloroethyloxycarbonylhydrazine (hereinafter referred to as "TrocNHNH2 ") to obtain 3 g of GlnNHNH-Troc. Product: N[C@@H](CCC(N)=O)C(=O)NNC(=O)OCC(Cl)(Cl)Cl (GlnNHNH-Troc). RXN SMILES: [NH2:1][C@H:2]([C:10]([OH:12])=O)[CH2:3][CH2:4][C:5](=[O:9])[NH:6]OC.[Cl:13][C:14]([Cl:22])([Cl:21])[CH2:15][O:16][C:17]([NH:19][NH2:20])=[O:18]>>[NH2:1][C@H:2]([C:10]([NH:20][NH:19][C:17]([O:16][CH2:15][C:14]([Cl:22])([Cl:21])[Cl:13])=[O:18])=[O:12])[CH2:3][CH2:4][C:5](=[O:9])[NH2:6]. Isolated yield 46.4%. Starting materials: N[C@@H](CCC(NOC)=O)C(=O)O (Gln(OMe)), ClC(COC(=O)NN)(Cl)Cl (β,β,β-trichloroethyloxycarbonylhydrazine), C(=O)(OCC(Cl)(Cl)Cl)NN (TrocNHNH2). Starting materials: ClC1=C(C=C2C(=C(C(NC2=C1)=O)C(=O)OCC)O)I (ethyl 7-chloro-4-hydroxy-6-iodo-2-oxo-1,2-dihydro-3-quinolinecarboxylate), ClC1=C(C=C2C(=C(C(NC2=C1)=O)C(=O)OCC)O)I (ethyl 7-chloro-4-hydroxy-6-iodo-2-oxo-1,2-dihydro-3-quinolinecarboxylate), Cl (hydrochloric acid). The solvent is O1CCOCC1 (1,4-dioxane). Reaction conditions: temperature 80 celsius, time 72 hour. Product: ClC1=C(C=C2C(=CC(NC2=C1)=O)O)I (7-chloro-4-hydroxy-6-iodo-2(1H)-quinolinone). Yield: 42.9%. Reaction SMILES: [Cl:1][C:2]1[CH:11]=[C:10]2[C:5]([C:6]([OH:18])=[C:7](C(OCC)=O)[C:8](=[O:12])[NH:9]2)=[CH:4][C:3]=1[I:19].Cl>O1CCOCC1>[Cl:1][C:2]1[CH:11]=[C:10]2[C:5]([C:6]([OH:18])=[CH:7][C:8](=[O:12])[NH:9]2)=[CH:4][C:3]=1[I:19]. Reported procedure: To a suspension of ethyl 7-chloro-4-hydroxy-6-iodo-2-oxo-1,2-dihydro-3-quinolinecarboxylate (Intermediate 100) (2 g, 5.08 mmol) in 1,4-dioxane (10 mL) was added concentrated hydrochloric acid (3 mL, 36.5 mmol) and the reaction mixture was stirred 72 h at 80° C. After cooling, the reaction mixture was evaporated and the resulting solid was filtered, washed with water and dried to give the title compound 7-chloro-4-hydroxy-6-iodo-2(1H)-quinolinone (700 mg, 2.177 mmol, 42.8% yield) as cream solid. ... The reactants are C(#N)C=1C=NC=CC1 (3-cyanopyridine), C1(=CC=C(C=C1)[Mg]Br)C (p-tolylmagnesium bromide), solution, S(C)C (Me2S), ClC(=O)OC1=CC=CC=C1 (phenyl chloroformate), [NH4+].[Cl-] (NH4Cl). The reagents and catalysts are [Cu]I (CuI). Run in CCOCC (Et2O), C1CCOC1 (THF), CCOCC (Et2O). Conditions: time 2 hour. Product: O(C1=CC=CC=C1)C(=O)N1C=CC(C=C1)C1=CC=C(C=C1)C (1-phenoxycarbonyl-4-(p-tolyl)-1,4-dihydropyridine). Reaction SMILES: C([C:3]1[CH:4]=[N:5][CH:6]=[CH:7][CH:8]=1)#N.[C:9]1([CH3:17])[CH:14]=[CH:13][C:12]([Mg]Br)=[CH:11][CH:10]=1.S(C)C.Cl[C:22]([O:24][C:25]1[CH:30]=[CH:29][CH:28]=[CH:27][CH:26]=1)=[O:23].[NH4+].[Cl-]>CCOCC.[Cu]I.C1COCC1>[O:24]([C:22]([N:5]1[CH:4]=[CH:3][CH:8]([C:12]2[CH:13]=[CH:14][C:9]([CH3:17])=[CH:10][CH:11]=2)[CH:7]=[CH:6]1)=[O:23])[C:25]1[CH:30]=[CH:29][CH:28]=[CH:27][CH:26]=1 |f:4.5|. Procedure: To a stirred mixture of 3-cyanopyridine (10 g, 96 mmol), CuI (914 mg, 4.8 mmol), p-tolylmagnesium bromide (100 mL of a 1M solution in Et2O, 100 mmol), THF (200 mL), and Me2S (100 mL) under N2 at 23° C. was added phenyl chloroformate (12.6 mL, 100 mmol) over a 30 min. period. After 2 h, aqueous NH4Cl (20%, 100 mL) and Et2O (100 mL) were added and the mixture was warmed to room temperature. The organic layer was washed sequentially with 1N HCl (50 mL), H2O (50 mL), a 1:1 mixture of 20% aqueous NH4...